Dataset: the Open Reaction Database (ORD), a public repository of structured organic reaction records. Task: describe an organic reaction: reactants, conditions, products, and yield Starting materials: ClCCl, CCN=C=NCCCN(C)C, O=CO, Cl, CC(=O)NCC1CN(c2ccc(C3CCNCC3)c(F)c2)C(=O)O1, C1CCOC1. Product: CC(=O)NCC1CN(c2ccc(C3CCN(C=O)CC3)c(F)c2)C(=O)O1. Reaction SMILES: [CH2:45]([Cl:46])[Cl:47].[CH3:26][N:27]([CH3:28])[CH2:29][CH2:30][CH2:31][N:32]=[C:33]=[N:34][CH2:35][CH3:36].[CH:37](=[O:38])[OH:39].[ClH:25].[O:1]=[C:2]1[O:3][CH:4]([CH2:20][NH:21][C:22]([CH3:23])=[O:24])[CH2:5][N:6]1[c:7]1[cH:8][c:9]([F:19])[c:10]([CH:13]2[CH2:14][CH2:15][NH:16][CH2:17][CH2:18]2)[cH:11][cH:12]1.[O:40]1[CH2:41][CH2:42][CH2:43][CH2:44]1>>[O:1]=[C:2]1[O:3][CH:4]([CH2:20][NH:21][C:22]([CH3:23])=[O:24])[CH2:5][N:6]1[c:7]1[cH:8][c:9]([F:19])[c:10]([CH:13]2[CH2:14][CH2:15][N:16]([CH:37]=[O:38])[CH2:17][CH2:18]2)[cH:11][cH:12]1.